From a dataset of the Open Reaction Database (ORD), a public repository of structured organic reaction records. describe an organic reaction: reactants, conditions, products, and yield The reactants are Cc1c(NC(=O)c2ccc(C(C)(C)C)cc2)cccc1B1OC(C)(C)C(C)(C)O1, CCOC(=O)c1ccc(Nc2nc(Br)cn(C)c2=O)cc1, COCCOC, [Na+], [Na+], O=C([O-])[O-], O, c1ccc(P(c2ccccc2)(c2ccccc2)[Pd](P(c2ccccc2)(c2ccccc2)c2ccccc2)(P(c2ccccc2)(c2ccccc2)c2ccccc2)P(c2ccccc2)(c2ccccc2)c2ccccc2)cc1. Yields the product CCOC(=O)c1ccc(Nc2nc(-c3cccc(NC(=O)c4ccc(C(C)(C)C)cc4)c3C)cn(C)c2=O)cc1. RXN SMILES: [C:22]([CH3:23])([CH3:24])([CH3:25])[c:26]1[cH:27][cH:28][c:29]([C:30](=[O:31])[NH:32][c:33]2[c:34]([CH3:48])[c:35]([B:39]3[O:40][C:41]([CH3:42])([CH3:43])[C:44]([CH3:45])([CH3:46])[O:47]3)[cH:36][cH:37][cH:38]2)[cH:49][cH:50]1.[CH2:1]([CH3:2])[O:3][C:4]([c:5]1[cH:6][cH:7][c:8]([NH:11][c:12]2[n:13][c:14]([Br:20])[cH:15][n:16]([CH3:19])[c:17]2=[O:18])[cH:9][cH:10]1)=[O:21].[CH3:57][O:58][CH2:59][CH2:60][O:61][CH3:62].[Na+:51].[Na+:52].[O-:53][C:54](=[O:55])[O-:56].[OH2:140].[cH:63]1[cH:64][cH:65][c:66]([P:67]([Pd:68]([P:69]([c:70]2[cH:71][cH:72][cH:73][cH:74][cH:75]2)([c:76]2[cH:77][cH:78][cH:79][cH:80][cH:81]2)[c:82]2[cH:83][cH:84][cH:85][cH:86][cH:87]2)([P:88]([c:89]2[cH:90][cH:91][cH:92][cH:93][cH:94]2)([c:95]2[cH:96][cH:97][cH:98][cH:99][cH:100]2)[c:101]2[cH:102][cH:103][cH:104][cH:105][cH:106]2)[P:107]([c:108]2[cH:109][cH:110][cH:111][cH:112][cH:113]2)([c:114]2[cH:115][cH:116][cH:117][cH:118][cH:119]2)[c:120]2[cH:121][cH:122][cH:123][cH:124][cH:125]2)([c:126]2[cH:127][cH:128][cH:129][cH:130][cH:131]2)[c:132]2[cH:133][cH:134][cH:135][cH:136][cH:137]2)[cH:138][cH:139]1>>[CH2:1]([CH3:2])[O:3][C:4]([c:5]1[cH:6][cH:7][c:8]([NH:11][c:12]2[n:13][c:14](-[c:35]3[c:34]([CH3:48])[c:33]([NH:32][C:30]([c:29]4[cH:28][cH:27][c:26]([C:22]([CH3:23])([CH3:24])[CH3:25])[cH:50][cH:49]4)=[O:31])[cH:38][cH:37][cH:36]3)[cH:15][n:16]([CH3:19])[c:17]2=[O:18])[cH:9][cH:10]1)=[O:21]. The reactants are COC(=O)C(=CC1=C(Oc2ccccc2)CCC1)NC(=O)c1ccccc1, CO, [H][H]. Product: COC(=O)C(CC1=C(Oc2ccccc2)CCC1)NC(=O)c1ccccc1. As a reaction SMILES: [CH3:1][O:2][C:3]([C:4](=[CH:5][C:6]1=[C:7]([O:11][c:12]2[cH:13][cH:14][cH:15][cH:16][cH:17]2)[CH2:8][CH2:9][CH2:10]1)[NH:18][C:19]([c:20]1[cH:21][cH:22][cH:23][cH:24][cH:25]1)=[O:26])=[O:27].[CH3:30][OH:31].[H:28][H:29]>>[CH3:1][O:2][C:3]([CH:4]([CH2:5][C:6]1=[C:7]([O:11][c:12]2[cH:13][cH:14][cH:15][cH:16][cH:17]2)[CH2:8][CH2:9][CH2:10]1)[NH:18][C:19]([c:20]1[cH:21][cH:22][cH:23][cH:24][cH:25]1)=[O:26])=[O:27]. Product: CC(=Cc1cc(F)c(Oc2ccc(S(N)(=O)=O)cc2)c(F)c1)C(=O)O. As a reaction SMILES: [Cl:1][S:2](=[O:3])(=[O:4])[c:5]1[cH:6][cH:7][c:8]([O:9][c:10]2[c:11]([F:23])[cH:12][c:13]([CH:17]=[C:18]([C:19](=[O:20])[OH:21])[CH3:22])[cH:14][c:15]2[F:16])[cH:24][cH:25]1.[NH3:26]>>[S:2](=[O:3])(=[O:4])([c:5]1[cH:6][cH:7][c:8]([O:9][c:10]2[c:11]([F:23])[cH:12][c:13]([CH:17]=[C:18]([C:19](=[O:20])[OH:21])[CH3:22])[cH:14][c:15]2[F:16])[cH:24][cH:25]1)[NH2:26]. Reactants: CC(=Cc1cc(F)c(Oc2ccc(S(=O)(=O)Cl)cc2)c(F)c1)C(=O)O, N. Reactants: C(#N)C1=CC=C(C=C1)O (4-cyanophenol), 5/3, ClC=1C=CC(=C(C1)N(C(OC(C)(C)C)=O)C)[N+](=O)[O-] (t-butyl N-(5-chloro-2-nitrophenyl)-N-methylcarbamate), [H-].[Na+] (sodium hydride). Solvent: CN(C=O)C (N,N-dimethylformamide). Product: C(#N)C1=CC=C(OC=2C=CC(=C(C2)N(C(OC(C)(C)C)=O)C)[N+](=O)[O-])C=C1 (t-Butyl N-[5-(4-cyanophenoxy)-2-nitrophenyl]-N-methylcarbamate). Yield: 57.0%. As a reaction SMILES: [C:1]([C:3]1[CH:8]=[CH:7][C:6]([OH:9])=[CH:5][CH:4]=1)#[N:2].Cl[C:11]1[CH:12]=[CH:13][C:14]([N+:26]([O-:28])=[O:27])=[C:15]([N:17]([CH3:25])[C:18](=[O:24])[O:19][C:20]([CH3:23])([CH3:22])[CH3:21])[CH:16]=1.[H-].[Na+]>CN(C)C=O>[C:1]([C:3]1[CH:8]=[CH:7][C:6]([O:9][C:11]2[CH:12]=[CH:13][C:14]([N+:26]([O-:28])=[O:27])=[C:15]([N:17]([CH3:25])[C:18](=[O:24])[O:19][C:20]([CH3:21])([CH3:22])[CH3:23])[CH:16]=2)=[CH:5][CH:4]=1)#[N:2] |f:2.3|. Procedure details: In a similar manner to that described in Reference Example 6, a reaction was carried out using 4-cyanophenol (5.1 g), t-butyl N-(5-chloro-2-nitrophenyl)-N-methylcarbamate (11.5 g), sodium hydride (55 wt. %, 1.19 g) and anhydrous N,N-dimethylformamide/anhydrous tetrahydrofuran=5/3 (80 ml) and the reaction mixture was purified to give the title compound (8.45 g). As a reaction SMILES: [C:25](=[O:26])([O-:27])[O-:28].[CH2:19]1[CH2:20][O:21][CH2:22][CH2:23][NH:24]1.[CH3:31][S:32](=[O:33])[CH3:34].[F:1][c:2]1[cH:3][cH:4][c:5]([C:6](=[O:7])[c:8]2[cH:9][cH:10][c:11]([N+:14](=[O:15])[O-:16])[cH:12][cH:13]2)[cH:17][cH:18]1.[K+:29].[K+:30].[OH2:35]>>[c:2]1([N:24]2[CH2:19][CH2:20][O:21][CH2:22][CH2:23]2)[cH:3][cH:4][c:5]([C:6](=[O:7])[c:8]2[cH:9][cH:10][c:11]([N+:14](=[O:15])[O-:16])[cH:12][cH:13]2)[cH:17][cH:18]1. Reactants: O=C([O-])[O-], C1COCCN1, CS(C)=O, O=C(c1ccc(F)cc1)c1ccc([N+](=O)[O-])cc1, [K+], [K+], O. Product: O=C(c1ccc(N2CCOCC2)cc1)c1ccc([N+](=O)[O-])cc1. The reactants are ClC=1C=NN(C1C(=O)Cl)CC (4-Chloro-1-ethyl-1H-pyrazole-5-carbonyl chloride), C1(=CC=CC=C1)S(=O)(=O)N1N=CC=2C(=CC(=CC12)[Sn](C)(C)C)N (1-(phenylsulfonyl)-6-(trimethylstannanyl)-1H-indazol-4-amine), C([O-])(O)=O.[Na+] (sodium bicarbonate). Run in C(Cl)Cl (DCM), C(Cl)Cl (DCM), N1=CC=CC=C1 (pyridine), C(Cl)Cl (DCM). Run at time 1.5 hour. Yields the product ClC=1C=NN(C1C(=O)NC1=C2C=NN(C2=CC(=C1)[Sn](C)(C)C)S(=O)(=O)C1=CC=CC=C1)CC (4-Chloro-1-ethyl-N-[1-(phenylsulfonyl)-6-(trimethylstannanyl)-1H-indazol-4-yl]-1H-pyrazole-5-carboxamide). As a reaction SMILES: [Cl:1][C:2]1[CH:3]=[N:4][N:5]([CH2:10][CH3:11])[C:6]=1[C:7](Cl)=[O:8].[C:12]1([S:18]([N:21]2[C:29]3[CH:28]=[C:27]([Sn:30]([CH3:33])([CH3:32])[CH3:31])[CH:26]=[C:25]([NH2:34])[C:24]=3[CH:23]=[N:22]2)(=[O:20])=[O:19])[CH:17]=[CH:16][CH:15]=[CH:14][CH:13]=1.C(=O)(O)[O-].[Na+]>C(Cl)Cl.N1C=CC=CC=1>[Cl:1][C:2]1[CH:3]=[N:4][N:5]([CH2:10][CH3:11])[C:6]=1[C:7]([NH:34][C:25]1[CH:26]=[C:27]([Sn:30]([CH3:33])([CH3:32])[CH3:31])[CH:28]=[C:29]2[C:24]=1[CH:23]=[N:22][N:21]2[S:18]([C:12]1[CH:17]=[CH:16][CH:15]=[CH:14][CH:13]=1)(=[O:20])=[O:19])=[O:8] |f:2.3|. Reported procedure: 4-Chloro-1-ethyl-1H-pyrazole-5-carbonyl chloride (122 mg) in DCM (5 ml) was added over 5 min to 1-(phenylsulfonyl)-6-(trimethylstannanyl)-1H-indazol-4-amine (250 mg) in DCM (10 ml) and pyridine (0.05 ml). The reaction was stirred at room temperature for 1.5 h. Saturated sodium bicarbonate (aq) (20 ml) was added and the reaction stirred vigorously before the DCM was passed through a hydrophobic frit and evaporated to dryness. The residue was passed through a silica cartridge, preconditioned with ... Reactants: CC#N, COc1ccc2c(C=O)c(OS(=O)(=O)C(F)(F)F)ccc2c1, [Cs+], [F-], OB(O)c1ccc(F)cc1F, Cl[Pd]Cl, c1ccc(P(c2ccccc2)c2ccccc2)cc1, c1ccc(P(c2ccccc2)c2ccccc2)cc1. Yields the product COc1ccc2c(C=O)c(-c3ccc(F)cc3F)ccc2c1. RXN SMILES: [CH3:36][C:37]#[N:38].[CH:1](=[O:2])[c:3]1[c:4]([O:15][S:16]([C:17]([F:18])([F:19])[F:20])(=[O:21])=[O:22])[cH:5][cH:6][c:7]2[cH:8][c:9]([O:13][CH3:14])[cH:10][cH:11][c:12]12.[Cs+:24].[F-:23].[F:25][c:26]1[c:27]([B:33]([OH:34])[OH:35])[cH:28][cH:29][c:30]([F:32])[cH:31]1.[Pd:39]([Cl:40])[Cl:41].[c:42]1([P:43]([c:44]2[cH:45][cH:46][cH:47][cH:48][cH:49]2)[c:50]2[cH:51][cH:52][cH:53][cH:54][cH:55]2)[cH:56][cH:57][cH:58][cH:59][cH:60]1.[c:61]1([P:62]([c:63]2[cH:64][cH:65][cH:66][cH:67][cH:68]2)[c:69]2[cH:70][cH:71][cH:72][cH:73][cH:74]2)[cH:75][cH:76][cH:77][cH:78][cH:79]1>>[CH:1](=[O:2])[c:3]1[c:4](-[c:27]2[c:26]([F:25])[cH:31][c:30]([F:32])[cH:29][cH:28]2)[cH:5][cH:6][c:7]2[cH:8][c:9]([O:13][CH3:14])[cH:10][cH:11][c:12]12. Starting materials: C1CCOC1, Cc1cc(C)c(O)c(C)c1, Cc1c(Cl)cc(C)[n+]([O-])c1Cl, [H-], [Na+]. Product: Cc1cc(C)c(Oc2c(C)c(Cl)cc(C)[n+]2[O-])c(C)c1. As a reaction SMILES: [CH2:24]1[O:25][CH2:26][CH2:27][CH2:28]1.[CH3:1][c:2]1[c:3]([OH:10])[c:4]([CH3:9])[cH:5][c:6]([CH3:8])[cH:7]1.[Cl:13][c:14]1[n+:15]([O-:23])[c:16]([CH3:22])[cH:17][c:18]([Cl:21])[c:19]1[CH3:20].[H-:11].[Na+:12]>>[CH3:1][c:2]1[c:3]([O:10][c:14]2[n+:15]([O-:23])[c:16]([CH3:22])[cH:17][c:18]([Cl:21])[c:19]2[CH3:20])[c:4]([CH3:9])[cH:5][c:6]([CH3:8])[cH:7]1. Starting materials: BrC=1C=C(C=C(C1Cl)Br)CO ((3,5-Dibromo-4-chlorophenyl)methanol), [BH4-].[Na+] (NaBH4), BrC=1C=C(C(=O)OC)C=C(C1Cl)Br (methyl 3,5-dibromo-4-chlorobenzoate). Run in CO (MeOH). Run at time 8 hour. The product is BrC=1C=C(C=O)C=C(C1Cl)Br (3,5-Dibromo-4-chlorobenzaldehyde), solid. The yield is 80.0%. As a reaction SMILES: [Br:1][C:2]1[CH:3]=[C:4]([CH2:10][OH:11])[CH:5]=[C:6]([Br:9])[C:7]=1[Cl:8].[BH4-].[Na+].BrC1C=C(C=C(Br)C=1Cl)C(OC)=O>CO>[Br:1][C:2]1[CH:3]=[C:4]([CH:5]=[C:6]([Br:9])[C:7]=1[Cl:8])[CH:10]=[O:11] |f:1.2|. Procedure details: (3,5-Dibromo-4-chlorophenyl)methanol: NaBH4 (1.53 g, 40.65 mmol) was added portionwise to a stirred solution of methyl 3,5-dibromo-4-chlorobenzoate (4.45 g, 13.6 mmol) in MeOH (50 mL) at 0° C. The reaction mixture was then stirred at ambient temperature for 8 h. The volatiles were evaporated and the residue was diluted with CH2Cl2 and washed with brine followed by water. The organic layer was dried (Na2SO4), filtered and concentrated to afford the title compound as an off white solid (3.3 g, 80%...